From a dataset of the Open Reaction Database (ORD), a public repository of structured organic reaction records. describe an organic reaction: reactants, conditions, products, and yield The reactants are NC(=O)CCC(NC(=O)OCc1ccccc1)C(=O)O, CO, O=S(=O)(Cl)Cl. Yields the product COC(=O)C(CCC(N)=O)NC(=O)OCc1ccccc1. Reaction SMILES: [CH2:6]([c:7]1[cH:8][cH:9][cH:10][cH:11][cH:12]1)[O:13][C:14](=[O:15])[NH:16][CH:17]([CH2:18][CH2:19][C:20]([NH2:21])=[O:22])[C:23](=[O:24])[OH:25].[CH3:26][OH:27].[S:1]([Cl:2])([Cl:3])(=[O:4])=[O:5]>>[CH2:6]([c:7]1[cH:8][cH:9][cH:10][cH:11][cH:12]1)[O:13][C:14](=[O:15])[NH:16][CH:17]([CH2:18][CH2:19][C:20]([NH2:21])=[O:22])[C:23]([O:24][CH3:26])=[O:25]. The reactants are [N+](=O)([O-])C=1C=C(C=CC1)C1(CC1)C#N (1-(3-nitrophenyl)cyclopropanecarbonitrile), [OH-].[K+] (KOH), OO (H2O2). Reagents/catalysts: [Cl-].C(C)[N+](CC1=CC=CC=C1)(CC)CC (triethylbenzylammonium chloride). The solvent is CC(C)O (2-Propanol). Reaction conditions: temperature 50 celsius, time 5 minute. Product: [N+](=O)([O-])C=1C=C(C=CC1)C1(CC1)C(=O)N (1-(3-nitrophenyl)cyclopropane carboxamide). Yield: 63.0%. Reaction SMILES: [N+:1]([C:4]1[CH:5]=[C:6]([C:10]2([C:13]#[N:14])[CH2:12][CH2:11]2)[CH:7]=[CH:8][CH:9]=1)([O-:3])=[O:2].[OH-:15].[K+].OO>CC(O)C.[Cl-].C([N+](CC)(CC)CC1C=CC=CC=1)C>[N+:1]([C:4]1[CH:5]=[C:6]([C:10]2([C:13]([NH2:14])=[O:15])[CH2:11][CH2:12]2)[CH:7]=[CH:8][CH:9]=1)([O-:3])=[O:2] |f:1.2,5.6|. Reported procedure: To a solution of 1-(3-nitrophenyl)cyclopropanecarbonitrile (1.6 g, 8.50 mmol) in 2-Propanol (50 ml) was added triethylbenzylammonium chloride (0.058 g, 0.255 mmol) and 25% aq KOH solution (5 ml). Resulting solution was stirred for 5 min. and H2O2 (10 ml, 98 mmol, ca. 30% solution in water) was added. Reaction mixture was heated at 50° C. for 4 h. Solvent was evaporated in vacuo and residue was suspended in water (200 ml). Precipitate was filtered and dried to obtain 1-(3-nitrophenyl)cyclopropane... Procedure details: Following the general method as outlined in Example 22, starting from (2S,4EZ)-1-(tert-butoxycarbonyl)-4-(chloromethylene)-2-pyrrolidinecarboxylic acid, benzoyl chloride, and 9-ethyl-9H-carbazol-3-amine the title compound was obtained in 48% purity by LC/MS. MS(ESI+): m/z=458.4. The product is C(C1=CC=CC=C1)(=O)N1[C@@H](CC(C1)=CCl)C(=O)NC=1C=CC=2N(C3=CC=CC=C3C2C1)CC ((2S,4EZ)-1-benzoyl-4-(chloromethylene)-N-(9-ethyl-9H-carbazol-3-yl-)-2-pyrrolidinecarboxamide). Reactants: C(C)(C)(C)OC(=O)N1[C@@H](CC(C1)=CCl)C(=O)O ((2S,4EZ)-1-(tert-butoxycarbonyl)-4-(chloromethylene)-2-pyrrolidinecarboxylic acid), C(C1=CC=CC=C1)(=O)Cl (benzoyl chloride), C(C)N1C2=CC=CC=C2C=2C=C(C=CC12)N (9-ethyl-9H-carbazol-3-amine). As a reaction SMILES: C(O[C:6]([N:8]1[CH2:12][C:11](=[CH:13][Cl:14])[CH2:10][C@H:9]1[C:15]([OH:17])=O)=[O:7])(C)(C)C.C(Cl)(=O)[C:19]1[CH:24]=[CH:23][CH:22]=[CH:21][CH:20]=1.[CH2:27]([N:29]1[C:41]2[CH:40]=[CH:39][C:38]([NH2:42])=[CH:37][C:36]=2[C:35]2[C:30]1=[CH:31][CH:32]=[CH:33][CH:34]=2)[CH3:28]>>[C:6]([N:8]1[CH2:12][C:11](=[CH:13][Cl:14])[CH2:10][C@H:9]1[C:15]([NH:42][C:38]1[CH:39]=[CH:40][C:41]2[N:29]([CH2:27][CH3:28])[C:30]3[C:35]([C:36]=2[CH:37]=1)=[CH:34][CH:33]=[CH:32][CH:31]=3)=[O:17])(=[O:7])[C:19]1[CH:24]=[CH:23][CH:22]=[CH:21][CH:20]=1. Reactants: C(C)(C)(C)OC(=O)N([C@@H](CCSC)C(=O)O)C (N-(tert-butoxycarbonyl)-N-methyl-L-methionine), N1(N=NC2=C1C=CC=C2)O (1H-benzotriazol-1-ol), Cl.CN(CCCN=C=NCC)C (N-[3-(dimethylamino)propyl]-N′-ethylcarbodiimide hydrochloride), FC(C1=NC2=C(N1C1=CC(=NC(=N1)N1CCOCC1)O[C@@H]1CC[C@H](CC1)N)C=CC=C2)F (trans-4-({6-[2-(difluoromethyl)-1H-benzimidazol-1-yl]-2-(morpholin-4-yl)pyrimidin-4-yl}oxy)cyclohexanamine). Run in O (water), CN(C=O)C (N,N-dimethylformamide). Conditions: time 8 hour. Yields the product FC(C1=NC2=C(N1C1=CC(=NC(=N1)N1CCOCC1)O[C@@H]1CC[C@H](CC1)NC([C@H](CCSC)N(C(OC(C)(C)C)=O)C)=O)C=CC=C2)F (tert-butyl [(2S)-1-{[trans-4-({6-[2-(difluoromethyl)-1H-benzimidazol-1-yl]-2-(morpholin-4-yl)pyrimidin-4-yl}oxy)cyclohexyl]amino}-4-(methylsulfanyl)-1-oxobutan-2-yl]methylcarbamate). Isolated yield 79.1%. As a reaction SMILES: [F:1][CH:2]([F:32])[C:3]1[N:7]([C:8]2[N:13]=[C:12]([N:14]3[CH2:19][CH2:18][O:17][CH2:16][CH2:15]3)[N:11]=[C:10]([O:20][C@H:21]3[CH2:26][CH2:25][C@H:24]([NH2:27])[CH2:23][CH2:22]3)[CH:9]=2)[C:6]2[CH:28]=[CH:29][CH:30]=[CH:31][C:5]=2[N:4]=1.[C:33]([O:37][C:38]([N:40]([CH3:49])[C@H:41]([C:46](O)=[O:47])[CH2:42][CH2:43][S:44][CH3:45])=[O:39])([CH3:36])([CH3:35])[CH3:34].N1(O)C2C=CC=CC=2N=N1.Cl.CN(C)CCCN=C=NCC>O.CN(C)C=O>[F:32][CH:2]([F:1])[C:3]1[N:7]([C:8]2[N:13]=[C:12]([N:14]3[CH2:15][CH2:16][O:17][CH2:18][CH2:19]3)[N:11]=[C:10]([O:20][C@H:21]3[CH2:22][CH2:23][C@H:24]([NH:27][C:46](=[O:47])[C@@H:41]([N:40]([CH3:49])[C:38](=[O:39])[O:37][C:33]([CH3:34])([CH3:36])[CH3:35])[CH2:42][CH2:43][S:44][CH3:45])[CH2:25][CH2:26]3)[CH:9]=2)[C:6]2[CH:28]=[CH:29][CH:30]=[CH:31][C:5]=2[N:4]=1 |f:3.4|. Procedure details: To a mixture of trans-4-({6-[2-(difluoromethyl)-1H-benzimidazol-1-yl]-2-(morpholin-4-yl)pyrimidin-4-yl}oxy)cyclohexanamine (700 mg) and N,N-dimethylformamide (7.0 mL) were added N-(tert-butoxycarbonyl)-N-methyl-L-methionine (622 mg), 1H-benzotriazol-1-ol (319 mg), and N-[3-(dimethylamino)propyl]-N′-ethylcarbodiimide hydrochloride (452 mg), followed by stirring at room temperature overnight. After the completion of the reaction, water was added thereto, followed by extraction with ethyl acetate. ...